Dataset: the Open Reaction Database (ORD), a public repository of structured organic reaction records. Task: describe an organic reaction: reactants, conditions, products, and yield Starting materials: ClC1=NC=CC=C1C(=CC#N)NC1C(C1)CC (3-(2-chloropyridin-3-yl)-3-[(2-ethylcyclopropyl)amino]acrylonitrile), [H-].[Na+] (NaH), C(C)N=C=S (ethylisothiocyanate). The solvent is CN(C=O)C (dimethyl formamide). Conditions: time 1 hour. Yields the product ClC1=NC=CC=C1/C(=C(/C(NCC)=S)\C#N)/NC1C(C1)CC ((2Z)-3-(2-chloropyridin-3-yl)-2-cyano-N-ethyl-3-[(2-ethylcyclopropyl)amino]-prop-2-enethioamide). The yield is 29.1%. As a reaction SMILES: [Cl:1][C:2]1[C:7]([C:8]([NH:12][CH:13]2[CH2:15][CH:14]2[CH2:16][CH3:17])=[CH:9][C:10]#[N:11])=[CH:6][CH:5]=[CH:4][N:3]=1.[H-].[Na+].[CH2:20]([N:22]=[C:23]=[S:24])[CH3:21]>CN(C)C=O>[Cl:1][C:2]1[C:7](/[C:8](/[NH:12][CH:13]2[CH2:15][CH:14]2[CH2:16][CH3:17])=[C:9](\[C:10]#[N:11])/[C:23](=[S:24])[NH:22][CH2:20][CH3:21])=[CH:6][CH:5]=[CH:4][N:3]=1 |f:1.2|. Reported procedure: A solution of 3-(2-chloropyridin-3-yl)-3-[(2-ethylcyclopropyl)amino]acrylonitrile (0.15 g, 0.606 mmol, 1 eq.) in 2 ml of dimethyl formamide (DMF) was treated with NaH (60% in mineral oil, 0.029 g, 0.727 mmol, 1.2 eq.) and stirring allowed for 1 h. ethylisothiocyanate (0.105 g, 1.21 mmol, 2 eq.) was added and stirring continued overnight. The reaction was quenched with water and extracted with AcOEt. The organic layers were combined, dried over MgSO4 and concentrated under vacuum. The residue was... Starting materials: CCO, COc1cc(F)c([N+](=O)[O-])c(NC2CCN(C(=O)OC(C)(C)C)CC2)c1, NN, O. Yields the product COc1cc(F)c(N)c(NC2CCN(C(=O)OC(C)(C)C)CC2)c1. RXN SMILES: [CH3:30][CH2:31][OH:32].[N+:1]([O-:2])(=[O:3])[c:4]1[c:5]([NH:13][CH:14]2[CH2:15][CH2:16][N:17]([C:20](=[O:21])[O:22][C:23]([CH3:24])([CH3:25])[CH3:26])[CH2:18][CH2:19]2)[cH:6][c:7]([O:11][CH3:12])[cH:8][c:9]1[F:10].[NH2:28][NH2:29].[OH2:27]>>[NH2:1][c:4]1[c:5]([NH:13][CH:14]2[CH2:15][CH2:16][N:17]([C:20](=[O:21])[O:22][C:23]([CH3:24])([CH3:25])[CH3:26])[CH2:18][CH2:19]2)[cH:6][c:7]([O:11][CH3:12])[cH:8][c:9]1[F:10]. The reactants are CC1([C@@H]([C@H]1/C=C\1/C(SCC1)=O)C(=O)O)C ((1R,trans) 2,2-dimethyl-3-[(E) (dihydro-2-oxo-3-(2H)-thienylidene)-methyl]-cyclopropane-1-carboxylic acid), C(C)(C)NC(OC)=NC(C)C (methyl N,N'-diisopropylcarbamimidate). Solvent: C(C)O (ethanol). Product: CC1([C@@H]([C@H]1/C=C\1/C(SCC1)=O)C(=O)OC)C (methyl (1R,trans) 2,2-dimethyl-3-[(E) (dihydro-2-oxo-3-(2H)-thienylidene)-methyl]-cyclopropane-1-carboxylate). Isolated yield 46.0%. Reaction SMILES: [CH3:1][C:2]1([CH3:15])[C@H:4](/[CH:5]=[C:6]2/[C:7](=[O:11])[S:8][CH2:9][CH2:10]/2)[C@H:3]1[C:12]([OH:14])=[O:13].[CH:16](NC(=NC(C)C)OC)(C)C>C(O)C>[CH3:1][C:2]1([CH3:15])[C@H:4](/[CH:5]=[C:6]2/[C:7](=[O:11])[S:8][CH2:9][CH2:10]/2)[C@H:3]1[C:12]([O:14][CH3:16])=[O:13]. Procedure: Using the procedure of Example 17, 4.5 g of (1R,trans) 2,2-dimethyl-3-[(E) (dihydro-2-oxo-3-(2H)-thienylidene)-methyl]-cyclopropane-1-carboxylic acid and 3.5 g of methyl N,N'-diisopropylcarbamimidate were reacted to obtain 2.2 g of methyl (1R,trans) 2,2-dimethyl-3-[(E) (dihydro-2-oxo-3-(2H)-thienylidene)-methyl]-cyclopropane-1-carboxylate with a specific rotation of [α]D20 =+66.5°±1.5° (c=1.2% in ethanol). Reactants: O (water), BrC1=NC=CC(=C1C(=O)OCC)Cl (Ethyl 2-bromo-4-chloropyridine-3-carboxylate), O1CCOCC1 (dioxane), C(C)[Zn]CC (diethyl zinc), (1,1′-bis(diphenylphosphino)ferrocene)dichloropalladium, Cl (HCl). Reaction conditions: temperature 70 celsius. Product: C(C)C1=NC=CC(=C1C(=O)OCC)CC (ethyl 2,4-diethylpyridine-3-carboxylate). Isolated yield 46.0%. RXN SMILES: Br[C:2]1[C:7]([C:8]([O:10][CH2:11][CH3:12])=[O:9])=[C:6](Cl)[CH:5]=[CH:4][N:3]=1.[CH2:14]([Zn]CC)[CH3:15].O.Cl.O1CCO[CH2:23][CH2:22]1>>[CH2:14]([C:2]1[C:7]([C:8]([O:10][CH2:11][CH3:12])=[O:9])=[C:6]([CH2:22][CH3:23])[CH:5]=[CH:4][N:3]=1)[CH3:15]. Procedure: Ethyl 2-bromo-4-chloropyridine-3-carboxylate (2.0 g, 7.6 mmol) was dissolved in anhydrous dioxane (55 mL). A solution of diethyl zinc (6.9 mL, 7.6 mmol, 1.1 M in toluene) was added dropwise, and then was added (1,1′-bis(diphenylphosphino)ferrocene)dichloropalladium (83 mg, 113 μmol). The mixture was heated at 70° C. for 6 hours, and water followed by 1 N HCl was added. The mixture was extracted 3 times with ethyl acetate, and the combined organic phases were washed with brine and dried over sodi... Reactants: O=[N+]([O-])c1cnc(C(F)(F)F)cc1O, O, O=P(Cl)(Cl)Cl. The product is O=[N+]([O-])c1cnc(C(F)(F)F)cc1Cl. Reaction SMILES: [N+:1](=[O:2])([O-:3])[c:4]1[c:5]([OH:14])[cH:6][c:7]([C:10]([F:11])([F:12])[F:13])[n:8][cH:9]1.[OH2:20].[P:15]([Cl:16])([Cl:17])([Cl:18])=[O:19]>>[N+:1](=[O:2])([O-:3])[c:4]1[c:5]([Cl:17])[cH:6][c:7]([C:10]([F:11])([F:12])[F:13])[n:8][cH:9]1. Reaction SMILES: [C:10]([Br:11])([Br:12])([Br:13])[Br:14].[Cl:34][CH2:35][Cl:36].[O:1]1[CH2:2][CH2:3][N:4]([CH2:7][CH2:8][OH:9])[CH2:5][CH2:6]1.[c:15]1([P:16]([c:17]2[cH:18][cH:19][cH:20][cH:21][cH:22]2)[c:23]2[cH:24][cH:25][cH:26][cH:27][cH:28]2)[cH:29][cH:30][cH:31][cH:32][cH:33]1>>[O:1]1[CH2:2][CH2:3][N:4]([CH2:7][CH2:8][Br:11])[CH2:5][CH2:6]1. Yields the product BrCCN1CCOCC1. Starting materials: BrC(Br)(Br)Br, ClCCl, OCCN1CCOCC1, c1ccc(P(c2ccccc2)c2ccccc2)cc1. Starting materials: COc1cccc(C23CCN(C)CC2CC=C(c2ccccc2)C3)c1, ClC(Cl)Cl, [NH4+], [OH-]. Yields the product CN1CCC2(c3cccc(O)c3)CC(c3ccccc3)=CCC2C1. As a reaction SMILES: [CH3:1][O:2][c:3]1[cH:4][c:5]([C:9]23[CH2:10][CH2:11][N:12]([CH3:25])[CH2:13][CH:14]2[CH2:15][CH:16]=[C:17]([c:19]2[cH:20][cH:21][cH:22][cH:23][cH:24]2)[CH2:18]3)[cH:6][cH:7][cH:8]1.[Cl:28][CH:29]([Cl:30])[Cl:31].[NH4+:27].[OH-:26]>>[OH:2][c:3]1[cH:4][c:5]([C:9]23[CH2:10][CH2:11][N:12]([CH3:25])[CH2:13][CH:14]2[CH2:15][CH:16]=[C:17]([c:19]2[cH:20][cH:21][cH:22][cH:23][cH:24]2)[CH2:18]3)[cH:6][cH:7][cH:8]1. Reactants: C1(=CC=CC=C1)CCCCN1CCCCC1 (N-(4-phenylbutyl)piperidine), S(=O)(=O)(OC)OC (dimethyl sulfate). Yields the product CS(=O)(=O)[O-].C[N+]1(CCCCC1)CCCCC1=CC=CC=C1 (N-methyl-N-(4-phenylbutyl)piperidinium methanesulfonate). As a reaction SMILES: [C:1]1([CH2:7][CH2:8][CH2:9][CH2:10][N:11]2[CH2:16][CH2:15][CH2:14][CH2:13][CH2:12]2)[CH:6]=[CH:5][CH:4]=[CH:3][CH:2]=1.[S:17]([O:22]C)(O[CH3:21])(=[O:19])=[O:18]>>[CH3:1][S:17]([O-:22])(=[O:19])=[O:18].[CH3:21][N+:11]1([CH2:10][CH2:9][CH2:8][CH2:7][C:1]2[CH:6]=[CH:5][CH:4]=[CH:3][CH:2]=2)[CH2:16][CH2:15][CH2:14][CH2:13][CH2:12]1 |f:2.3|. Reported procedure: Following the procedure set out in Example 25, N-(4-phenylbutyl)piperidine was reacted with dimethyl sulfate to afford N-methyl-N-(4-phenylbutyl)piperidinium methanesulfonate. M.P. 54°-56° C. The reactants are C1(=CC=CC=C1)C1C(CCCC1)=O (2-phenyl-cyclohexanone), C(CC(=O)OC1=CC=CC=C1)(=O)OCC (ethyl phenyl malonate), C(CC)OCCC.C(C)O (Dipropyl ether ethanol). Run in C1(=CC=CC=C1)OC1=CC=CC=C1 (diphenyl ether). The product is C1(=CC=CC=C1)C=1C(OC=2C(CCCC2C1O)C1=CC=CC=C1)=O (3,8-Diphenyl-4-hydroxy-5,6,7,8-tetrahydrocoumarin). Reaction SMILES: [C:1]1([CH:7]2[CH2:12][CH2:11][CH2:10][CH2:9][C:8]2=[O:13])[CH:6]=[CH:5][CH:4]=[CH:3][CH:2]=1.C(OCC)(=O)CC(O[C:19]1[CH:24]=[CH:23][CH:22]=[CH:21][CH:20]=1)=O.C([O:32][CH2:33][CH2:34][CH3:35])CC.C([OH:38])C>C1(OC2C=CC=CC=2)C=CC=CC=1>[C:19]1([C:34]2[C:35](=[O:38])[O:13][C:8]3[CH:7]([C:1]4[CH:6]=[CH:5][CH:4]=[CH:3][CH:2]=4)[CH2:12][CH2:11][CH2:10][C:9]=3[C:33]=2[OH:32])[CH:20]=[CH:21][CH:22]=[CH:23][CH:24]=1 |f:2.3|. Procedure details: Prepared according to the method of Example 14, Stage A, by thermal condensation in diphenyl ether of 2-phenyl-cyclohexanone and ethyl phenyl malonate. M.P. 185° C. (Dipropyl ether/ethanol). Starting materials: C(=O)(O)C=1C=C(C=C(C1)C(=O)O)CCCCCCCCCCN1CCNCCNCCNCC1 (1-[10-(3,5-dicarboxyphenyl)decyl]-1,4,7,10-tetraazacyclododecane), ClCC(=O)[O-].[Na+] (sodium chloroacetate), Cl (HCl). Run at temperature 80 celsius, time 8 hour. Product: C(=O)(O)CN1CCN(CCN(CCN(CC1)CCCCCCCCCCC1=CC(=CC(=C1)C(=O)O)C(=O)O)CC(=O)O)CC(=O)O (1,4,7-tris(carboxymethyl)-10-(10-(3,5-dicarboxyphenyl)-decyl)-1,4,7,10-tetraazacyclododecane). RXN SMILES: [C:1]([C:4]1[CH:5]=[C:6]([CH2:13][CH2:14][CH2:15][CH2:16][CH2:17][CH2:18][CH2:19][CH2:20][CH2:21][CH2:22][N:23]2[CH2:34][CH2:33][NH:32][CH2:31][CH2:30][NH:29][CH2:28][CH2:27][NH:26][CH2:25][CH2:24]2)[CH:7]=[C:8]([C:10]([OH:12])=[O:11])[CH:9]=1)([OH:3])=[O:2].Cl[CH2:36][C:37]([O-:39])=[O:38].[Na+].Cl>>[C:37]([CH2:36][N:26]1[CH2:25][CH2:24][N:23]([CH2:22][CH2:21][CH2:20][CH2:19][CH2:18][CH2:17][CH2:16][CH2:15][CH2:14][CH2:13][C:6]2[CH:7]=[C:8]([C:10]([OH:12])=[O:11])[CH:9]=[C:4]([C:1]([OH:3])=[O:2])[CH:5]=2)[CH2:34][CH2:33][N:32]([CH2:4][C:1]([OH:3])=[O:2])[CH2:31][CH2:30][N:29]([CH2:8][C:10]([OH:12])=[O:11])[CH2:28][CH2:27]1)([OH:39])=[O:38] |f:1.2|. Reported procedure: To an aqueous solution of 1-[10-(3,5-dicarboxyphenyl)decyl]-1,4,7,10-tetraazacyclododecane (0.16 mols in 500 mL water) is added an aqueous solution of sodium chloroacetate (0.71 mols sodium chloroacetate in 68 mL of water). This solution is stirred at 80° C. overnight while maintaining the pH at 9-10. After cooling to ambient temperature the pH of the solution is adjusted to 2.5 with aqueous HCl. The resulting precipitate is collected by filtration, washed with acetone, and dried in vacuo to aff...